Task: describe an organic reaction: reactants, conditions, products, and yield. Dataset: the Open Reaction Database (ORD), a public repository of structured organic reaction records Reactants: CC(C)(C)OC(=O)N1CCC(Cc2ccc(F)cc2)CC1, CCOC(C)=O, Cl. Yields the product Cl, Fc1ccc(CC2CCNCC2)cc1. As a reaction SMILES: [C:2]([O:3][C:4](=[O:5])[N:9]1[CH2:10][CH2:11][CH:12]([CH2:15][c:16]2[cH:17][cH:18][c:19]([F:22])[cH:20][cH:21]2)[CH2:13][CH2:14]1)([CH3:6])([CH3:7])[CH3:8].[CH3:23][CH2:24][O:25][C:26](=[O:27])[CH3:28].[ClH:1]>>[ClH:1].[NH:9]1[CH2:10][CH2:11][CH:12]([CH2:15][c:16]2[cH:17][cH:18][c:19]([F:22])[cH:20][cH:21]2)[CH2:13][CH2:14]1. Reactants: CC(C)(C)[Si](C)(C)Cl, O=CNc1cc(C(O)CBr)ccc1OCc1ccccc1, CN(C)C=O, CN(C)c1ccncc1, c1c[nH]cn1. Yields the product CC(C)(C)[Si](C)(C)OC(CBr)c1ccc(OCc2ccccc2)c(NC=O)c1. As a reaction SMILES: [C:22]([CH3:23])([CH3:24])([CH3:25])[Si:26]([CH3:27])([CH3:28])[Cl:29].[CH2:1]([c:2]1[cH:3][cH:4][cH:5][cH:6][cH:7]1)[O:8][c:9]1[c:10]([NH:19][CH:20]=[O:21])[cH:11][c:12]([CH:15]([CH2:16][Br:17])[OH:18])[cH:13][cH:14]1.[CH3:35][N:36]([CH3:37])[CH:38]=[O:39].[CH3:40][N:41]([CH3:42])[c:43]1[cH:44][cH:45][n:46][cH:47][cH:48]1.[nH:30]1[cH:31][cH:32][n:33][cH:34]1>>[CH2:1]([c:2]1[cH:3][cH:4][cH:5][cH:6][cH:7]1)[O:8][c:9]1[c:10]([NH:19][CH:20]=[O:21])[cH:11][c:12]([CH:15]([CH2:16][Br:17])[O:18][Si:26]([C:22]([CH3:23])([CH3:24])[CH3:25])([CH3:27])[CH3:28])[cH:13][cH:14]1. Reactants: COC(=O)C1CCC(c2nc(C)co2)CC1, CN(C)C=O, O=C1CCC(=O)N1Cl. Product: COC(=O)C1CCC(c2nc(C)c(Cl)o2)CC1. Reaction SMILES: [CH3:1][O:2][C:3](=[O:4])[CH:5]1[CH2:6][CH2:7][CH:8]([c:11]2[o:12][cH:13][c:14]([CH3:16])[n:15]2)[CH2:9][CH2:10]1.[CH3:25][N:26]([CH3:27])[CH:28]=[O:29].[Cl:17][N:18]1[C:19](=[O:20])[CH2:21][CH2:22][C:23]1=[O:24]>>[CH3:1][O:2][C:3](=[O:4])[CH:5]1[CH2:6][CH2:7][CH:8]([c:11]2[o:12][c:13]([Cl:17])[c:14]([CH3:16])[n:15]2)[CH2:9][CH2:10]1. Starting materials: [OH-].[Na+] (sodium hydroxide), N1(CCCCC1)C1=C(C=CC=C1)C(CCC)C(C1=CC=C(C(=O)OCC)C=C1)C(=O)N (ethyl 4-[(1-(2-piperidino-phenyl)-1-butyl)-aminocarbonylmethyl]-benzoate), [H-].[Al+3].[Li+].[H-].[H-].[H-] (lithium aluminium hydride). Reaction SMILES: [N:1]1([C:7]2[CH:12]=[CH:11][CH:10]=[CH:9][C:8]=2[CH:13]([CH:17]([C:29]([NH2:31])=[O:30])[C:18]2[CH:28]=[CH:27][C:21]([C:22](OCC)=[O:23])=[CH:20][CH:19]=2)[CH2:14][CH2:15][CH3:16])[CH2:6][CH2:5][CH2:4][CH2:3][CH2:2]1.[H-].[Al+3].[Li+].[H-].[H-].[H-].[OH-].[Na+]>O1CCCC1>[N:1]1([C:7]2[CH:12]=[CH:11][CH:10]=[CH:9][C:8]=2[CH:13]([CH:17]([C:29]([NH2:31])=[O:30])[C:18]2[CH:19]=[CH:20][C:21]([CH2:22][OH:23])=[CH:27][CH:28]=2)[CH2:14][CH2:15][CH3:16])[CH2:2][CH2:3][CH2:4][CH2:5][CH2:6]1 |f:1.2.3.4.5.6,7.8|. Reaction conditions: time 20 hour. Solvent: O1CCCC1 (tetrahydrofuran), O1CCCC1 (tetrahydrofuran). The product is N1(CCCCC1)C1=C(C=CC=C1)C(CCC)C(C1=CC=C(CO)C=C1)C(=O)N (4-[(1-(2-Piperidino-phenyl)-1-butyl)-aminocarbonylmethyl]-benzyl alcohol). Procedure details: A solution of 5.0 gm (11.83 m mol) of ethyl 4-[(1-(2-piperidino-phenyl)-1-butyl)-aminocarbonylmethyl]-benzoate in 75 ml of absolute tetrahydrofuran was added dropwise, at an internal temperature of 0° C., to a stirred suspension of 0.68 gm (17.95 m mol) of lithium aluminium hydride in 25 ml of absolute tetrahydrofuran. The mixture was stirred for 20 hours at ambient temperature and then cooled to 0° C., and 4N sodium hydroxide solution was slowly added dropwise thereto until a filterable precipi... Reactants: C1(CCCCC1)C(=O)Cl (cyclohexanecarbonyl chloride), NC1=NC=2C=CC=NC2C2=C1N=C(N2CCN)CCCC (2-(4-amino-2-butyl-1H-imidazo[4,5-c][1,5]naphthyridin-1-yl)ethaneamine). Product: C1(CCCCC1)C(=O)N (1-cyclohexanecarboxamide). As a reaction SMILES: [CH:1]1([C:7](Cl)=[O:8])[CH2:6][CH2:5][CH2:4][CH2:3][CH2:2]1.[NH2:10]C1C2N=C(CCCC)N(CCN)C=2C2N=CC=CC=2N=1>>[CH:1]1([C:7]([NH2:10])=[O:8])[CH2:6][CH2:5][CH2:4][CH2:3][CH2:2]1. Procedure details: Using the general method of Example 92, cyclohexanecarbonyl chloride (94 μL, 0.7 mmol) was reacted with 2-(4-amino-2-butyl-1H-imidazo[4,5-c][1,5]naphthyridin-1-yl)ethaneamine (0.2 g, 0.7 mmol) to provide 0.2 g of N12-(4-amino-2-butyl-1H-imidazo[4,5-c][1,5]naphthyridin-1-yl)ethyl]-1-cyclohexanecarboxamide as a white powder, m.p. 188-190° C. Analysis: Calculated for C22H30N6O: %C, 66.98; %H, 7.66; %N, 21.30. Found: %C, 66.72; %H, 7.57; %N, 21.48. HRMS (EI) calcd for C22H30N6O (M+) 394.2481 found 3... The reactants are C(C)C1=CC=C(C=C1)C#CC1=CC=C(C=O)C=C1 (4-[(4-ethylphenyl)ethynyl]benzaldehyde), NC=1C=CC(=C(C(=O)OC)C1)F (methyl 5-amino-2-fluorobenzoate), C(CCCCC)=O (Hexanal), C(C)(=O)O[BH-](OC(C)=O)OC(C)=O.[Na+] (sodium triacetoxyborohydride), aldehyde, C(=O)(O)[O-].[Na+] (NaHCO3). Solvent: C1(=CC=CC=C1)C (toluene), CC(=O)O (AcOH), C(C)(=O)O (acetic acid), O (water). Run at temperature 60 celsius. Yields the product C(C)C1=CC=C(C=C1)C#CC1=CC=C(CN(C=2C=CC(=C(C(=O)OC)C2)F)CCCCCC)C=C1 (methyl 5-[{4-[(4-ethylphenyl)ethynyl]benzyl}(hexyl)amino]-2-fluorobenzoate). Isolated yield 131.4%. Reaction SMILES: [CH2:1]([C:3]1[CH:8]=[CH:7][C:6]([C:9]#[C:10][C:11]2[CH:18]=[CH:17][C:14]([CH:15]=O)=[CH:13][CH:12]=2)=[CH:5][CH:4]=1)[CH3:2].[NH2:19][C:20]1[CH:21]=[CH:22][C:23]([F:30])=[C:24]([CH:29]=1)[C:25]([O:27][CH3:28])=[O:26].[CH:31](=O)[CH2:32][CH2:33][CH2:34][CH2:35][CH3:36].C(O[BH-](OC(=O)C)OC(=O)C)(=O)C.[Na+].C([O-])(O)=O.[Na+]>C1(C)C=CC=CC=1.C(O)(=O)C.O>[CH2:1]([C:3]1[CH:8]=[CH:7][C:6]([C:9]#[C:10][C:11]2[CH:18]=[CH:17][C:14]([CH2:15][N:19]([CH2:31][CH2:32][CH2:33][CH2:34][CH2:35][CH3:36])[C:20]3[CH:21]=[CH:22][C:23]([F:30])=[C:24]([CH:29]=3)[C:25]([O:27][CH3:28])=[O:26])=[CH:13][CH:12]=2)=[CH:5][CH:4]=1)[CH3:2] |f:3.4,5.6|. Procedure details: To a solution of 4-[(4-ethylphenyl)ethynyl]benzaldehyde (530 mg; 2.26 mmol, intermediate which may be prepared according to methods disclosed in EP03103780.7) in toluene (35 mL) were added methyl 5-amino-2-fluorobenzoate (382 mg; 2.26 mmol) and AcOH (194 μL) and the reaction mixture was refluxed with azeotropic removal of water until complete consumption of, the aldehyde (determined by 1H NMR of aliquots). Toluene was concentrated under reduced pressure and the residue dissolved in DCE (25 mL). ... The reactants are C1(=CC=CC=C1)[Li] (phenyl lithium), C(=O)=O (Carbon Dioxide), phenyl magnesium halides, Organometallic. Yields the product C(C1=CC=CC=C1)(=O)C1=CC=CC=C1 (benzophenone). Isolated yield 70.0%. As a reaction SMILES: [C:1]1([Li])[CH:6]=[CH:5][CH:4]=[CH:3][CH:2]=1.[C:8](=[O:10])=O>>[C:8]([C:1]1[CH:6]=[CH:5][CH:4]=[CH:3][CH:2]=1)(=[O:10])[C:1]1[CH:6]=[CH:5][CH:4]=[CH:3][CH:2]=1. Procedure: In the preferred embodiment the chemical cocktail of the invention is a low-cost solution of an organometallic compound which rapidly absorbs and reacts with gaseous carbon dioxide to form benzophenone--a compound which has well separated infrared absorption bands when labeled in the carbonyl position with 13C or 12C. Exemplary of organometallic compounds, which in solution react with carbon dioxide to form benzophenone, are phenyl lithium and phenyl magnesium halides. M. I. Volpin and I. S. Kol... The reactants are CC(CCN1C(NC2=C1C=CC=C2)=O)(C)NC(OC(C)(C)C)=O (tert-butyl [1,1-Dimethyl-3-(2-oxo-2,3-dihydro-benzimidazol-1-yl)-propyl]-carbamate), C(C1=CC=CC=C1)Cl (benzyl chloride), CC(C)([O-])C.[K+] (potassium-tert-butoxide). The solvent is CS(=O)C (dimethylsulphoxide). Product: C(C1=CC=CC=C1)N1C(N(C2=C1C=CC=C2)CCC(C)(C)NC(OC(C)(C)C)=O)=O (tert-butyl [3-(3-benzyl-2-oxo-2,3-dihydro-benzimidazol-1-yl)-1,1-dimethyl-propyl]-carbamate). As a reaction SMILES: [CH3:1][C:2]([NH:16][C:17](=[O:23])[O:18][C:19]([CH3:22])([CH3:21])[CH3:20])([CH3:15])[CH2:3][CH2:4][N:5]1[C:9]2[CH:10]=[CH:11][CH:12]=[CH:13][C:8]=2[NH:7][C:6]1=[O:14].[CH2:24](Cl)[C:25]1[CH:30]=[CH:29][CH:28]=[CH:27][CH:26]=1.CC(C)([O-])C.[K+]>CS(C)=O>[CH2:24]([N:7]1[C:8]2[CH:13]=[CH:12][CH:11]=[CH:10][C:9]=2[N:5]([CH2:4][CH2:3][C:2]([NH:16][C:17](=[O:23])[O:18][C:19]([CH3:22])([CH3:21])[CH3:20])([CH3:1])[CH3:15])[C:6]1=[O:14])[C:25]1[CH:30]=[CH:29][CH:28]=[CH:27][CH:26]=1 |f:2.3|. Procedure: tert-butyl [1,1-Dimethyl-3-(2-oxo-2,3-dihydro-benzimidazol-1-yl)-propyl]-carbamate, benzyl chloride and potassium-tert-butoxide are stirred overnight at ambient temperature in dimethylsulphoxide. The alkylation product tert-butyl [3-(3-benzyl-2-oxo-2,3-dihydro-benzimidazol-1-yl)-1,1-dimethyl-propyl]-carbamate obtained from the reaction is then treated with trifluoroacetic acid/dichloromethane in order to cleave the protective group. Mass spectroscopy [M+H]+=310. Reactants: N#Cc1cccc(Br)c1, Cc1ccc([Mg+])cc1, [Cl-], CC(=O)[O-], CC(=O)[O-], C1CCOC1, [Pd+2], c1ccc(P(c2ccccc2)c2ccccc2)cc1. Product: Cc1ccc(-c2cccc(C#N)c2)cc1. Reaction SMILES: [Br:10][c:11]1[cH:12][c:13]([C:14]#[N:15])[cH:16][cH:17][cH:18]1.[CH3:2][c:3]1[cH:4][cH:5][c:6]([Mg+:9])[cH:7][cH:8]1.[Cl-:1].[O-:44][C:45]([CH3:46])=[O:47].[O-:48][C:49]([CH3:50])=[O:51].[O:38]1[CH2:39][CH2:40][CH2:41][CH2:42]1.[Pd+2:43].[c:19]1([P:20]([c:21]2[cH:22][cH:23][cH:24][cH:25][cH:26]2)[c:27]2[cH:28][cH:29][cH:30][cH:31][cH:32]2)[cH:33][cH:34][cH:35][cH:36][cH:37]1>>[CH3:2][c:3]1[cH:4][cH:5][c:6](-[c:11]2[cH:12][c:13]([C:14]#[N:15])[cH:16][cH:17][cH:18]2)[cH:7][cH:8]1. Reactants: CCNC(=O)NC1OC(CO)C(O)C(O)C1O, CC(=O)O, O=N[O-], [Na+], O. Yields the product CCN(N=O)C(=O)NC1OC(CO)C(O)C(O)C1O. RXN SMILES: [CH2:1]([CH3:2])[NH:3][C:4](=[O:5])[NH:6][CH:7]1[CH:8]([OH:9])[CH:10]([OH:11])[CH:12]([OH:13])[CH:14]([CH2:16][OH:17])[O:15]1.[CH3:23][C:24](=[O:25])[OH:26].[N:18](=[O:19])[O-:20].[Na+:21].[OH2:22]>>[CH2:1]([CH3:2])[N:3]([C:4](=[O:5])[NH:6][CH:7]1[CH:8]([OH:9])[CH:10]([OH:11])[CH:12]([OH:13])[CH:14]([CH2:16][OH:17])[O:15]1)[N:18]=[O:19].